This data is from the Open Reaction Database (ORD), a public repository of structured organic reaction records. The task is: describe an organic reaction: reactants, conditions, products, and yield Starting materials: [N+](=[N-])=C (diazomethane), [N+](=[N-])=C (diazomethane), OC1C=C(C(C1)=O)CCCCCCC(=O)O (3(RS)-hydroxy-5-oxocyclopent-1-eneheptanoic acid). The solvent is CO (methanol). The product is OC1C=C(C(C1)=O)CCCCCCC(=O)OC (methyl 3(RS)-hydroxy-5-oxocyclopent-1-eneheptanoate). RXN SMILES: [OH:1][CH:2]1[CH2:6][C:5](=[O:7])[C:4]([CH2:8][CH2:9][CH2:10][CH2:11][CH2:12][CH2:13][C:14]([OH:16])=[O:15])=[CH:3]1.[N+](=[CH2:19])=[N-]>CO>[OH:1][CH:2]1[CH2:6][C:5](=[O:7])[C:4]([CH2:8][CH2:9][CH2:10][CH2:11][CH2:12][CH2:13][C:14]([O:16][CH3:19])=[O:15])=[CH:3]1. Reported procedure: To 1.0 part of 3(RS)-hydroxy-5-oxocyclopent-1-eneheptanoic acid dissolved in methanol is added dropwise a 5% ethereal diazomethane solution until a slight excess of diazomethane is present. That excess is detected when the solution exhibits a persistent yellow color. The solution then is evaporated to dryness under a nitrogen atmosphere to yield methyl 3(RS)-hydroxy-5-oxocyclopent-1-eneheptanoate.